Dataset: the Open Reaction Database (ORD), a public repository of structured organic reaction records. Task: describe an organic reaction: reactants, conditions, products, and yield Reactants: Cl (hydrochloric acid), ClC1=C(C=C(C=C1)NC1=NC=CC2=C(C(=CC=C12)C)[N+](=O)[O-])CN(C)C (N-(4-chloro-3-((dimethylamino)methyl)phenyl)-6-methyl-5-nitroisoquinolin-1-amine). The reagents and catalysts are [Fe] (Iron). Solvent: C(C)O.O (ethanol water). Product: ClC1=C(C=C(C=C1)NC1=NC=CC=2C(=C(C=CC12)C)N)CN(C)C (N1-(4-chloro-3-((dimethylamino)methyl)phenyl)-6-methylisoquinolin-1,5-diamine). The yield is 59.1%. Reaction SMILES: Cl.[Cl:2][C:3]1[CH:8]=[CH:7][C:6]([NH:9][C:10]2[C:19]3[C:14](=[C:15]([N+:21]([O-])=O)[C:16]([CH3:20])=[CH:17][CH:18]=3)[CH:13]=[CH:12][N:11]=2)=[CH:5][C:4]=1[CH2:24][N:25]([CH3:27])[CH3:26]>[Fe].C(O)C.O>[Cl:2][C:3]1[CH:8]=[CH:7][C:6]([NH:9][C:10]2[C:19]3[CH:18]=[CH:17][C:16]([CH3:20])=[C:15]([NH2:21])[C:14]=3[CH:13]=[CH:12][N:11]=2)=[CH:5][C:4]=1[CH2:24][N:25]([CH3:26])[CH3:27] |f:3.4|. Reported procedure: Iron (202 mg, 3.25 mmol) and concentrated hydrochloric acid (0.02 mL) were added to ethanol/water (6.5 mL/6.5 mL), followed by refluxing for 1 hour. The mixed reaction solution was added with N-(4-chloro-3-((dimethylamino)methyl)phenyl)-6-methyl-5-nitroisoquinolin-1-amine (241.5 mg, 0.65 mmol) obtained in <Step 3> above, followed by refluxing for 1 hour. The reaction mixture was filtered through a Celite pad under reduced pressure, and washed with ethanol and chloroform/2-propanol=3/1 (v/v). The... Reactants: ClCC1C(C1C(=O)OCC)(C1=CC(=CC=C1)[N+](=O)[O-])C (ethyl 3-(chloromethyl)-2-methyl-2-(3-nitrophenyl)cyclopropane carboxylate), C(C1=CC=CC=C1)N (benzylamine), Cl (hydrochloric acid). Product: C(C1=CC=CC=C1)N1C(C2C(C2C1)(C1=CC(=CC=C1)[N+](=O)[O-])C)=O (3-Benzyl-6-methyl-6-(3-nitrophenyl)-3-azabicyclo[3.1.0]hexan-2-one). Isolated yield 55.4%. As a reaction SMILES: Cl[CH2:2][CH:3]1[CH:5]([C:6]([O:8]CC)=O)[C:4]1([CH3:20])[C:11]1[CH:16]=[CH:15][CH:14]=[C:13]([N+:17]([O-:19])=[O:18])[CH:12]=1.[CH2:21]([NH2:28])[C:22]1[CH:27]=[CH:26][CH:25]=[CH:24][CH:23]=1.Cl>>[CH2:21]([N:28]1[CH2:2][CH:3]2[CH:5]([C:4]2([CH3:20])[C:11]2[CH:16]=[CH:15][CH:14]=[C:13]([N+:17]([O-:19])=[O:18])[CH:12]=2)[C:6]1=[O:8])[C:22]1[CH:27]=[CH:26][CH:25]=[CH:24][CH:23]=1. Reported procedure: A solution of ethyl 3-(chloromethyl)-2-methyl-2-(3-nitrophenyl)cyclopropane carboxylate (Preparation 5, 10 g, 33.6 mmol) in benzylamine (21.6 g, 201.6 mmol) was heated to 160° C. for 16 h. The mixture was cooled, 2N hydrochloric acid was added (200 ml), and the mixture was extracted with dichloromethane (3×250 ml). The combined extracts were dried (Na2SO4), filtered and concentrated in vacuo. The residue was purified by silica (600 g) column chromatography eluting with dichloromethane, then a gr... Starting materials: C(C)(C)(C)OC(=O)N1CCC(CC1)N1C([C@@H](CC1)CC1=C(C=C(C=C1Cl)C1=CC=C(C=C1)C(=O)OC)Cl)=O (4-[(R)-3-(3,5-Dichloro-4′-methoxycarbonyl-biphenyl-4-ylmethyl)-2-oxo-pyrrolidin-1-yl]-piperidine-1-carboxylic acid tert-butyl ester), [Li+].[OH-] (LiOH). Run in C1CCOC1 (THF). Yields the product C(C)(C)(C)OC(=O)N1CCC(CC1)N1C([C@@H](CC1)CC1=C(C=C(C=C1Cl)C1=CC=C(C=C1)C(=O)O)Cl)=O (4-[(R)-3-(4′-Carboxy-3,5-dichloro-biphenyl-4-ylmethyl)-2-oxo-pyrrolidin-1-yl]-piperidine-1-carboxylic acid tert-butyl ester). Yield: 96.5%. As a reaction SMILES: [C:1]([O:5][C:6]([N:8]1[CH2:13][CH2:12][CH:11]([N:14]2[CH2:18][CH2:17][C@@H:16]([CH2:19][C:20]3[C:25]([Cl:26])=[CH:24][C:23]([C:27]4[CH:32]=[CH:31][C:30]([C:33]([O:35]C)=[O:34])=[CH:29][CH:28]=4)=[CH:22][C:21]=3[Cl:37])[C:15]2=[O:38])[CH2:10][CH2:9]1)=[O:7])([CH3:4])([CH3:3])[CH3:2].[Li+].[OH-]>C1COCC1>[C:1]([O:5][C:6]([N:8]1[CH2:13][CH2:12][CH:11]([N:14]2[CH2:18][CH2:17][C@@H:16]([CH2:19][C:20]3[C:21]([Cl:37])=[CH:22][C:23]([C:27]4[CH:28]=[CH:29][C:30]([C:33]([OH:35])=[O:34])=[CH:31][CH:32]=4)=[CH:24][C:25]=3[Cl:26])[C:15]2=[O:38])[CH2:10][CH2:9]1)=[O:7])([CH3:4])([CH3:2])[CH3:3] |f:1.2|. Procedure details: Treat a solution of 4-[(R)-3-(3,5-Dichloro-4′-methoxycarbonyl-biphenyl-4-ylmethyl)-2-oxo-pyrrolidin-1-yl]-piperidine-1-carboxylic acid tert-butyl ester (Preparation 16) (0.4 g, 0.7 mmol) in THF (5 mL) with 1N aqueous LiOH (3.6 mL). Stir the reaction overnight at room temperature. Quench the reaction with 1N HCl and extract with EtOAc. Wash the organic with brine, dry over MgSO4, and filter. Remove the solvent to afford 0.37 g (96%) of desired product. MS (m/e): 569 (M+Na+). The reactants are ClC1=CC=C(C=C1)C(N1CCNCC1)C1=CC=CC=C1 (1-[(4-Chlorophenyl)phenylmethyl]piperazine), C1(CC1)NS(=O)(=O)CCCCCCCCCCCBr (N-cyclopropyl-11-bromoundecanesulfonamide). The solvent is C(C)N(C(C)C)C(C)C (N-ethyldiisopropylamine). Yields the product C1(CC1)NS(=O)(=O)CCCCCCCCCCCN1CCN(CC1)C(C1=CC=CC=C1)C1=CC=C(C=C1)Cl (N-cyclopropyl-11-[4-[(4-chlorophenyl)phenylmethyl]-1-piperazinyl]undecanesulfonamide). Yield: 96.4%. Reaction SMILES: [Cl:1][C:2]1[CH:7]=[CH:6][C:5]([CH:8]([C:15]2[CH:20]=[CH:19][CH:18]=[CH:17][CH:16]=2)[N:9]2[CH2:14][CH2:13][NH:12][CH2:11][CH2:10]2)=[CH:4][CH:3]=1.[CH:21]1([NH:24][S:25]([CH2:28][CH2:29][CH2:30][CH2:31][CH2:32][CH2:33][CH2:34][CH2:35][CH2:36][CH2:37][CH2:38]Br)(=[O:27])=[O:26])[CH2:23][CH2:22]1>C(N(C(C)C)C(C)C)C>[CH:21]1([NH:24][S:25]([CH2:28][CH2:29][CH2:30][CH2:31][CH2:32][CH2:33][CH2:34][CH2:35][CH2:36][CH2:37][CH2:38][N:12]2[CH2:11][CH2:10][N:9]([CH:8]([C:5]3[CH:4]=[CH:3][C:2]([Cl:1])=[CH:7][CH:6]=3)[C:15]3[CH:16]=[CH:17][CH:18]=[CH:19][CH:20]=3)[CH2:14][CH2:13]2)(=[O:27])=[O:26])[CH2:23][CH2:22]1. Procedure: 1-[(4-Chlorophenyl)phenylmethyl]piperazine (642.7 mg, 2.24 mmol) and N-cyclopropyl-11-bromoundecanesulfonamide (873.0 mg, 2.46 mmol) were refluxed in N-ethyldiisopropylamine (2 ml) for 4 hours. The reaction mixture was concentrated in vacuo, and water was added thereto. The mixture was extracted with chloroform. The chloroform layer was washed with water, and dried over anhydrous magnesium sulfate. Subsequently, the solvent was removed by evaporation in vacuo. The resulting crude product was pur... The reactants are BrC=1C(=C(N)C=CC1)C (3-bromo-2-methylaniline), FC=1C=C2C(OC(C2=CC1)=O)=O (5-fluoroisobenzofuran-1,3-dione). Yields the product BrC=1C(=C(C=CC1)N1C(C2=CC=C(C=C2C1=O)F)=O)C (2-(3-bromo-2-methylphenyl)-5-fluoroisoindoline-1,3-dione). Isolated yield 65.4%. Solvent: C(C)(=O)O (acetic acid). Reaction conditions: temperature 100 celsius. Reported procedure: A mixture of 3-bromo-2-methylaniline (200 mg, 1.075 mmol) and 5-fluoroisobenzofuran-1,3-dione (179 mg, 1.075 mmol) in acetic acid (2 mL) was heated at 100° C. for 4.5 h. The mixture was concentrated and the residue was purified by column chromatography (eluting with a gradient from hexane to 60:40 hexane-EtOAc) to give 2-(3-bromo-2-methylphenyl)-5-fluoroisoindoline-1,3-dione as a white solid (235 mg, 59%). Mass spectrum m/z 334, 336 (M+H)+. RXN SMILES: [Br:1][C:2]1[C:3]([CH3:9])=[C:4]([CH:6]=[CH:7][CH:8]=1)[NH2:5].[F:10][C:11]1[CH:12]=[C:13]2[C:17](=[CH:18][CH:19]=1)[C:16](=[O:20])[O:15][C:14]2=O>C(O)(=O)C>[Br:1][C:2]1[C:3]([CH3:9])=[C:4]([N:5]2[C:14](=[O:15])[C:13]3[C:17](=[CH:18][CH:19]=[C:11]([F:10])[CH:12]=3)[C:16]2=[O:20])[CH:6]=[CH:7][CH:8]=1.